From a dataset of the Open Reaction Database (ORD), a public repository of structured organic reaction records. describe an organic reaction: reactants, conditions, products, and yield Starting materials: aqueous solution, C(CO)(=O)O (glycolic acid), C(CO)(=O)[O-] (glycolate). Reaction conditions: temperature 30 celsius, time 1 hour. Reported procedure: Into a 15 mL polypropylene centrifuge tube were placed 3 mL of an aqueous solution containing glycolic acid (3.3 mM), K2HP04 (33 mM, pH 8.0), glycolate oxidase (spinach, 0.33 IU/mL), catalase (bovine liver, 1400 IU/mL), and FMN (0.01 mM). The solution was maintained at 30° C. in air, and 0.15 mL aliquots were removed, filtered through a Millipore 10,000 MW cutoff filter, and analyzed by HPLC. After 1 hour, the yields of glyoxylate, oxalate, and formate were 80.9%, 3.8%, and 0%, respectively, and... The product is C(C=O)(=O)[O-] (glyoxylate), C(C(=O)[O-])(=O)[O-] (oxalate), C(=O)[O-] (formate). RXN SMILES: [C:1]([OH:5])(=[O:4])[CH2:2][OH:3].[C:6]([O-:10])(=[O:9])[CH2:7][OH:8]>>[C:1]([O-:5])(=[O:4])[CH:2]=[O:3].[C:7]([O-:3])(=[O:8])[C:6]([O-:10])=[O:9].[CH:1]([O-:5])=[O:4].